Dataset: the Open Reaction Database (ORD), a public repository of structured organic reaction records. Task: describe an organic reaction: reactants, conditions, products, and yield Product: Cl.N1C=NCC(C1)C(=O)O (1,4,5,6-Tetrahydropyrimidine-5-carboxylic Acid Hydrochloride). Run in O (water). Reaction SMILES: [N:1]1[CH:6]=[C:5]([C:7]([OH:9])=[O:8])[CH:4]=[N:3][CH:2]=1.[ClH:10]>O>[ClH:10].[NH:3]1[CH2:4][CH:5]([C:7]([OH:9])=[O:8])[CH2:6][N:1]=[CH:2]1 |f:3.4|. The reactants are N1=CN=CC(=C1)C(=O)O (Pyrimidine-5-carboxylic acid), Cl (hydrochloric acid), Pd on-carbon. Reported procedure: Pyrimidine-5-carboxylic acid (5.0 g, 40 mmol) was suspended in a mixture of 150 ml water and concentrated hydrochloric acid (4.0 g, 40.5 mmol). The mixture was hydrogenated at 26 psig over 1.0 g Pd-on-carbon 10% in a Parr hydrogenator for 3h. The suspension was filtered and the filter rinsed twice with hot water (20 ml). The filtrate was evaporated in vacuo to give 6.11 g yellow oil (92%). The oil was crystallized from anhydrous methanol/tetrahydrofuran (THF) to give 5.77 g (87%) white crystals ... The yield is 92.8%. The reactants are COC=1C(=C(C(=O)O)C=CC1)[N+](=O)[O-] (3-methoxy-2-nitro-benzoic acid), N,N′-carbonyldiimidazole, O (water), CO (Methanol). Run in CN(C)C=O (DMF). Reaction conditions: time 45 minute. Yields the product COC(C1=C(C(=CC=C1)OC)[N+](=O)[O-])=O (3-Methoxy-2-nitro-benzoic acid methyl ester). RXN SMILES: [CH3:1][O:2][C:3]1[C:4]([N+:12]([O-:14])=[O:13])=[C:5]([CH:9]=[CH:10][CH:11]=1)[C:6]([OH:8])=[O:7].[CH3:15]O.O>CN(C=O)C>[CH3:15][O:7][C:6](=[O:8])[C:5]1[CH:9]=[CH:10][CH:11]=[C:3]([O:2][CH3:1])[C:4]=1[N+:12]([O-:14])=[O:13]. Procedure: To a stirred solution of 3-methoxy-2-nitro-benzoic acid (11.50 g) in DMF (100 ml) was added N,N′-carbonyldiimidazole (11.35 g) and the reaction mixture was stirred at room temperature for 45 minutes. Methanol (18.6 ml) was added and the mixture was stirred at room temperature for 60 minutes. The mixture was poured into water (800 ml) containing some ice and the precipitated material was isolated by filtration and crystallised from hot ethanol and gave 3-Methoxy-2-nitro-benzoic acid methyl ester.... Reaction SMILES: Br[C:2]1[C:3]2[N:4]([N:8]=[C:9]([Cl:11])[N:10]=2)[CH:5]=[CH:6][CH:7]=1.[C:12]([O:16][C:17]([N:19]1[CH2:23][CH2:22][CH:21]([CH2:24][NH2:25])[CH2:20]1)=[O:18])([CH3:15])([CH3:14])[CH3:13]>>[C:12]([O:16][C:17]([N:19]1[CH2:23][CH2:22][CH:21]([CH2:24][NH:25][C:2]2[C:3]3[N:4]([N:8]=[C:9]([Cl:11])[N:10]=3)[CH:5]=[CH:6][CH:7]=2)[CH2:20]1)=[O:18])([CH3:15])([CH3:14])[CH3:13]. Isolated yield 72.0%. Product: C(C)(C)(C)OC(=O)N1CC(CC1)CNC=1C=2N(C=CC1)N=C(N2)Cl (3-[(2-Chloro-[1,2,4]triazolo[1,5-a]pyridin-8-ylamino)-methyl]-pyrrolidine-1-carboxylic acid tert-butyl ester), oil. Reported procedure: 3-[(2-Chloro-[1,2,4]triazolo[1,5-a]pyridin-8-ylamino)-methyl]-pyrrolidine-1-carboxylic acid tert-butyl ester was prepared from 8-bromo-2-chloro-[1,2,4]triazolo[1,5-a]pyridine (500.0 mg, 2.151 mmol) and 3-aminomethyl-pyrrolidine-1-carboxylic acid tert-butyl ester (475.0 mg, 2.372 mmol) in a manner analogous to Example 2d. Product isolated as pale yellow viscous oil (0.544 g, 72%). 1H NMR (400 MHz, CDCl3, δ, ppm): 7.88 (d, J=6.6 Hz, 1H), 6.89 (t, J=7.3 Hz, 1H), 6.72 (d, J=7.9 Hz, 1H), 4.98 (br s, ... Reactants: BrC=1C=2N(C=CC1)N=C(N2)Cl (8-bromo-2-chloro-[1,2,4]triazolo[1,5-a]pyridine), C(C)(C)(C)OC(=O)N1CC(CC1)CN (3-aminomethyl-pyrrolidine-1-carboxylic acid tert-butyl ester). Run at time 2 day. Reported procedure: To a stirred suspension of lithium aluminum hydride (7.8 g, 0.20 mol) in THF (350 mL) was added 2-allyl-2-ethylmalonic acid diethyl ester (23.5 g, 0.10 mol) in THF (150 mL) over 2 h. After stirring at rt for 2 days, the reaction was carefully quenched with dilute sulfuric acid (7%, 250 mL). The product was extracted with diethyl ether (3×100 mL) and ethyl acetate (3×100 mL), and the combined extracts were washed with brine (300 mL), dried over sodium sulfate and concentrated to give 2-allyl-2-et... The solvent is C1CCOC1 (THF), C1CCOC1 (THF). Reactants: [H-].[Al+3].[Li+].[H-].[H-].[H-] (lithium aluminum hydride), C(C)OC(C(C(=O)OCC)(CC)CC=C)=O (2-allyl-2-ethylmalonic acid diethyl ester). The product is C(C=C)C(CO)(CO)CC (2-allyl-2-ethylpropane-1,3-diol). RXN SMILES: [H-].[Al+3].[Li+].[H-].[H-].[H-].C([O:9][C:10](=O)[C:11]([CH2:19][CH:20]=[CH2:21])([CH2:17][CH3:18])[C:12](OCC)=[O:13])C>C1COCC1>[CH2:19]([C:11]([CH2:17][CH3:18])([CH2:12][OH:13])[CH2:10][OH:9])[CH:20]=[CH2:21] |f:0.1.2.3.4.5|. The reactants are [Al+3], COc1ccc(C2C(COS(=O)(=O)c3ccc(C)cc3)c3ccc(OC)cc3C3CCCCC32)cc1, CCOC(C)=O, [H-], [H-], [H-], [H-], [Li+], C1CCOC1. Yields the product COc1ccc(C2C(C)c3ccc(OC)cc3C3CCCCC32)cc1. As a reaction SMILES: [Al+3:38].[CH3:1][O:2][c:3]1[cH:4][c:5]2[c:14]([cH:15][cH:16]1)[CH:13]([CH2:17][O:18][S:19]([c:20]1[cH:21][cH:22][c:23]([CH3:24])[cH:25][cH:26]1)(=[O:27])=[O:28])[CH:12]([c:29]1[cH:30][cH:31][c:32]([O:35][CH3:36])[cH:33][cH:34]1)[CH:11]1[CH:6]2[CH2:7][CH2:8][CH2:9][CH2:10]1.[CH3:48][CH2:49][O:50][C:51](=[O:52])[CH3:53].[H-:37].[H-:40].[H-:41].[H-:42].[Li+:39].[O:43]1[CH2:44][CH2:45][CH2:46][CH2:47]1>>[CH3:1][O:2][c:3]1[cH:4][c:5]2[c:14]([cH:15][cH:16]1)[CH:13]([CH3:17])[CH:12]([c:29]1[cH:30][cH:31][c:32]([O:35][CH3:36])[cH:33][cH:34]1)[CH:11]1[CH:6]2[CH2:7][CH2:8][CH2:9][CH2:10]1. Reactants: BrC=1C=C(C=CC1)C1=NC(=CC(=N1)C(F)(F)F)C1=CC=C(C=C1)C(F)(F)F (2-(3-bromo-phenyl)-4-trifluoromethyl-6-(4-trifluoromethyl-phenyl)-pyrimidine), CC1(OB(OC1(C)C)C1=CC=C(N)C=C1)C (4-(4,4,5,5-tetramethyl-1,3,2-dioxaborolan-2-yl)aniline). The product is FC(C1=NC(=NC(=C1)C1=CC=C(C=C1)C(F)(F)F)C=1C=C(C=CC1)C1=CC=C(C=C1)N)(F)F (3′-[4-Trifluoromethyl-6-(4-trifluoromethyl-phenyl)-pyrimidin-2-yl]-biphenyl-4-ylamine), solid. Isolated yield 76.0%. RXN SMILES: Br[C:2]1[CH:3]=[C:4]([C:8]2[N:13]=[C:12]([C:14]([F:17])([F:16])[F:15])[CH:11]=[C:10]([C:18]3[CH:23]=[CH:22][C:21]([C:24]([F:27])([F:26])[F:25])=[CH:20][CH:19]=3)[N:9]=2)[CH:5]=[CH:6][CH:7]=1.CC1(C)C(C)(C)OB([C:36]2[CH:42]=[CH:41][C:39]([NH2:40])=[CH:38][CH:37]=2)O1>>[F:15][C:14]([F:17])([F:16])[C:12]1[CH:11]=[C:10]([C:18]2[CH:23]=[CH:22][C:21]([C:24]([F:27])([F:26])[F:25])=[CH:20][CH:19]=2)[N:9]=[C:8]([C:4]2[CH:3]=[C:2]([C:36]3[CH:42]=[CH:41][C:39]([NH2:40])=[CH:38][CH:37]=3)[CH:7]=[CH:6][CH:5]=2)[N:13]=1. Procedure: The title compound was prepared from 2-(3-bromo-phenyl)-4-trifluoromethyl-6-(4-trifluoromethyl-phenyl)-pyrimidine (example E.3) (0.22 g, 0.5 mmol) and commercially available 4-(4,4,5,5-tetramethyl-1,3,2-dioxaborolan-2-yl)aniline (0.13 g, 0.59 mmol) according to the general procedure VI. Obtained as a light yellow solid (0.174 g, 76%). MS (ISP) 460.3 [(M+H)+]; mp 186° C. Reactants: COC=1C=C(C(=O)CC(=O)OCC)C=C(C1OC)[N+](=O)[O-] (ethyl (3,4-dimethoxy-5-nitrobenzoyl)acetate), C1(=CC=CC=C1)NN (phenylhydrazine). Yields the product COC=1C=C(C=C(C1OC)[N+](=O)[O-])C1=NN(C(C1)=O)C1=CC=CC=C1 (3-(3,4-dimethoxy-5-nitrophenyl)-l-phenyl-2-pyrazolin-5-one). Reaction SMILES: [CH3:1][O:2][C:3]1[CH:4]=[C:5]([CH:14]=[C:15]([N+:19]([O-:21])=[O:20])[C:16]=1[O:17][CH3:18])[C:6]([CH2:8][C:9]([O:11]CC)=O)=O.[C:22]1([NH:28][NH2:29])[CH:27]=[CH:26][CH:25]=[CH:24][CH:23]=1>>[CH3:1][O:2][C:3]1[CH:4]=[C:5]([C:6]2[CH2:8][C:9](=[O:11])[N:28]([C:22]3[CH:27]=[CH:26][CH:25]=[CH:24][CH:23]=3)[N:29]=2)[CH:14]=[C:15]([N+:19]([O-:21])=[O:20])[C:16]=1[O:17][CH3:18]. Reported procedure: 10.0 g of ethyl (3,4-dimethoxy-5-nitrobenzoyl)acetate are reacted with 4.0 g of phenylhydrazine in analogy to Example 53a. After recrystallization from methylene chloride/ethanol, there is obtained 3-(3,4-dimethoxy-5-nitrophenyl)-l-phenyl-2-pyrazolin-5-one in the form of yellow crystals of m.p. 190°-192°. Starting materials: ClC1=C(C2=C(CCN(CC2)C(C(F)(F)F)=O)C=C1)OS(=O)(=O)C(F)(F)F (7-chloro-3-(2,2,2-trifluoroacetyl)-6-trifluoromethanesulfonyloxy-2,3,4,5-tetrahydro-1H-benzo[d]azepine), N1(CCOCC1)CC1=CC=C(CN)C=C1 (4-(morpholin-4-ylmethyl)-benzylamine). The product is ClC1=C(C2=C(CCN(CC2)C(C(F)(F)F)=O)C=C1)NCC1=CC=C(C=C1)CN1CCOCC1 (7-chloro-6-[4-(morpholin-4-ylmethyl)-benzylamino]-3-(2,2,2-trifluoroacetyl)-2,3,4,5-tetrahydro-1H-benzo[d]azepine). Yield: 67.1%. As a reaction SMILES: [Cl:1][C:2]1[CH:18]=[CH:17][C:5]2[CH2:6][CH2:7][N:8]([C:11](=[O:16])[C:12]([F:15])([F:14])[F:13])[CH2:9][CH2:10][C:4]=2[C:3]=1OS(C(F)(F)F)(=O)=O.[N:27]1([CH2:33][C:34]2[CH:41]=[CH:40][C:37]([CH2:38][NH2:39])=[CH:36][CH:35]=2)[CH2:32][CH2:31][O:30][CH2:29][CH2:28]1>>[Cl:1][C:2]1[CH:18]=[CH:17][C:5]2[CH2:6][CH2:7][N:8]([C:11](=[O:16])[C:12]([F:15])([F:14])[F:13])[CH2:9][CH2:10][C:4]=2[C:3]=1[NH:39][CH2:38][C:37]1[CH:36]=[CH:35][C:34]([CH2:33][N:27]2[CH2:32][CH2:31][O:30][CH2:29][CH2:28]2)=[CH:41][CH:40]=1. Procedure details: Use a method similar to the General Procedure 1-2 to couple 7-chloro-3-(2,2,2-trifluoroacetyl)-6-trifluoromethanesulfonyloxy-2,3,4,5-tetrahydro-1H-benzo[d]azepine (400 mg, 0.94 mmol) with 4-(morpholin-4-ylmethyl)-benzylamine (291 mg, 1.41 mmol). Purify by chromatography on silica gel (80 g, pre-packed cartridge) eluting with hexane/EtOAc (1:0 to 2:1 gradient) to obtain 7-chloro-6-[4-(morpholin-4-ylmethyl)-benzylamino]-3-(2,2,2-trifluoroacetyl)-2,3,4,5-tetrahydro-1H-benzo[d]azepine (304 mg, 67%).... Starting materials: C1CCOC1, C[N+]1([O-])CCOCC1, C=Cc1cccc2oc(C(=O)Nc3ccc(-c4ccc(S(=O)(=O)NC(C(=O)OC)C(C)C)cc4)cc3)c(C)c12, O. The product is COC(=O)C(NS(=O)(=O)c1ccc(-c2ccc(NC(=O)c3oc4cccc(C(O)CO)c4c3C)cc2)cc1)C(C)C. RXN SMILES: [CH2:49]1[O:50][CH2:51][CH2:52][CH2:53]1.[CH3:1][N+:2]1([O-:3])[CH2:4][CH2:6][O:5][CH2:7][CH2:8]1.[CH3:9][c:10]1[c:11]([C:21](=[O:22])[NH:23][c:24]2[cH:25][cH:26][c:27](-[c:30]3[cH:31][cH:32][c:33]([S:36](=[O:37])(=[O:38])[NH:39][CH:40]([CH:41]([CH3:42])[CH3:43])[C:44](=[O:45])[O:46][CH3:47])[cH:34][cH:35]3)[cH:28][cH:29]2)[o:12][c:13]2[c:14]1[c:15]([CH:19]=[CH2:20])[cH:16][cH:17][cH:18]2.[OH2:48]>>[OH:5][CH2:20][CH:19]([c:15]1[c:14]2[c:10]([CH3:9])[c:11]([C:21](=[O:22])[NH:23][c:24]3[cH:25][cH:26][c:27](-[c:30]4[cH:31][cH:32][c:33]([S:36](=[O:37])(=[O:38])[NH:39][CH:40]([CH:41]([CH3:42])[CH3:43])[C:44](=[O:45])[O:46][CH3:47])[cH:34][cH:35]4)[cH:28][cH:29]3)[o:12][c:13]2[cH:18][cH:17][cH:16]1)[OH:48].